describe an organic reaction: reactants, conditions, products, and yield From a dataset of the Open Reaction Database (ORD), a public repository of structured organic reaction records. Reactants: C(#N)C=1C=NC2=CC(=C(C=C2C1NC1=C2C(=CC=C1)OCO2)OC)O (3-cyano-7-hydroxy-6-methoxy-4-(2,3-methylenedioxyanilino)quinoline), BrCCO (2-bromoethanol). The product is BrCCOC1=C(C=C2C(=C(C=NC2=C1)C#N)NC1=C2C(=CC=C1)OCO2)OC (7-(2-bromoethoxy)-3-cyano-6-methoxy-4-(2,3-methylenedioxyanilino)quinoline). Isolated yield 82.0%. Reaction SMILES: [C:1]([C:3]1[CH:4]=[N:5][C:6]2[C:11]([C:12]=1[NH:13][C:14]1[CH:19]=[CH:18][CH:17]=[C:16]3[O:20][CH2:21][O:22][C:15]=13)=[CH:10][C:9]([O:23][CH3:24])=[C:8]([OH:25])[CH:7]=2)#[N:2].[Br:26][CH2:27][CH2:28]O>>[Br:26][CH2:27][CH2:28][O:25][C:8]1[CH:7]=[C:6]2[C:11]([C:12]([NH:13][C:14]3[CH:19]=[CH:18][CH:17]=[C:16]4[O:20][CH2:21][O:22][C:15]=34)=[C:3]([C:1]#[N:2])[CH:4]=[N:5]2)=[CH:10][C:9]=1[O:23][CH3:24]. Reported procedure: Using an analogous procedure to that described in Example 8, 3-cyano-7-hydroxy-6-methoxy-4-(2,3-methylenedioxyanilino)quinoline was reacted with 2-bromoethanol to give the title compound in 82% yield; NMR Spectrum: (DMSOd6) 3.88 (t, 2H), 3.94 (s, 3H), 4.51 (t, 2H), 5.96 (s, 2H), 6.8-6.93 (m, 3H), 7.34 (s, 1H), 7.8 (s, 1H), 8.42 (s, 1), 9.53 (s, 1H); Mass Spectrum: M+H+ 444. The reactants are ClCCCS(=O)(=O)Cl (3-chloropropanesulfonyl chloride), ClCCS(=O)(=O)Cl (2-chloroethanesulfonyl chloride), CC1CCNCC1 (4-methylpiperidine), CC1CNCCC1 (3-methylpiperidine). The product is Cl.CC1CCN(CC1)CCCS(=O)(=O)N1CCC2=CC=CC=C12 (3-(4-Methylpiperidin-1-yl)propylsulfonyl-2,3-dihydro-1H-indole Hydrochloride). Reaction SMILES: [Cl:1][CH2:2][CH2:3][CH2:4][S:5](Cl)(=[O:7])=[O:6].Cl[CH2:10][CH2:11]S(Cl)(=O)=O.[CH3:16][CH:17]1[CH2:22][CH2:21][NH:20][CH2:19][CH2:18]1.[CH3:23][CH:24]1[CH2:29][CH2:28][CH2:27][NH:26][CH2:25]1>>[ClH:1].[CH3:16][CH:17]1[CH2:22][CH2:21][N:20]([CH2:2][CH2:3][CH2:4][S:5]([N:26]2[C:25]3[C:29](=[CH:10][CH:11]=[CH:23][CH:24]=3)[CH2:28][CH2:27]2)(=[O:7])=[O:6])[CH2:19][CH2:18]1 |f:4.5|. Reported procedure: By following the procedures of Example 2, but replacing the 3-chloropropanesulfonyl chloride in Step 1 with 2-chloroethanesulfonyl chloride and the 4-methylpiperidine in Step 2 with 3-methylpiperidine, the following compound was prepared. The 1H NMR spectrum and the mass spectrum for this compound were consistent with the assigned structure. Reactants: O(C1=CC=CC=C1)C1=CC=C(OCCCO)C=C1 (3-(4-phenoxyphenoxy)-propan-1-ol), P(Br)(Br)Br (phosphorus tribromide). Solvent: ClC(Cl)(Cl)Cl (tetrachloromethane). Run at temperature 40 celsius. Yields the product O(C1=CC=CC=C1)C1=CC=C(OCCCBr)C=C1 (3-(p-phenoxyphenoxy)-1-bromopropane). Yield: 192.9%. As a reaction SMILES: [O:1]([C:8]1[CH:18]=[CH:17][C:11]([O:12][CH2:13][CH2:14][CH2:15]O)=[CH:10][CH:9]=1)[C:2]1[CH:7]=[CH:6][CH:5]=[CH:4][CH:3]=1.P(Br)(Br)[Br:20]>ClC(Cl)(Cl)Cl>[O:1]([C:8]1[CH:18]=[CH:17][C:11]([O:12][CH2:13][CH2:14][CH2:15][Br:20])=[CH:10][CH:9]=1)[C:2]1[CH:7]=[CH:6][CH:5]=[CH:4][CH:3]=1. Procedure: 24.4 g of 3-(4-phenoxyphenoxy)-propan-1-ol is added in portions to a solution of 9.5 g of phosphorus tribromide in 65 ml of tetrachloromethane. When the exothermic reaction has subsided, the mixture is heated for 4 hours at 40° C. After the mixture has cooled, the solvent is removed under reduced pressure, the residue is dissolved in 300 ml of methyl tert-butyl ether, and the organic phase is washed thoroughly with water and dried over sodium sulfate. The crude product remaining after removal of... The reactants are C(C)O (ethanol), acid chloride, N1=CC=CC2=C1NC1=C(NC2)C=CC=C1 (6,11-dihydro-5H-pyrido[2,3-b][1,5]benzodiazepine), C([O-])([O-])=O.[K+].[K+] (potassium carbonate). The solvent is CN(C=O)C (N,N-dimethylformamide), CN(C=O)C (N,N-dimethylformamide). Reaction conditions: time 1 hour. The product is C1(CCCCC1)C1=CC=C(C=C1)C(=O)N1CC2=C(NC3=C1C=CC=C3)N=CC=C2 ((4-Cyclohexyl-phenyl)-(5,11-dihydro-pyrido[2,3-b][1,5]benzodiazepin-6-yl)-methanone). As a reaction SMILES: [N:1]1[C:6]2[NH:7][C:8]3[CH:15]=[CH:14][CH:13]=[CH:12][C:9]=3[NH:10][CH2:11][C:5]=2[CH:4]=[CH:3][CH:2]=1.[C:16](=[O:19])([O-])[O-].[K+].[K+].[CH2:22](O)[CH3:23]>CN(C)C=O>[CH:8]1([C:23]2[CH:22]=[CH:5][C:4]([C:16]([N:10]3[C:9]4[CH:12]=[CH:13][CH:14]=[CH:15][C:8]=4[NH:7][C:6]4[N:1]=[CH:2][CH:3]=[CH:4][C:5]=4[CH2:11]3)=[O:19])=[CH:3][CH:2]=2)[CH2:15][CH2:14][CH2:13][CH2:12][CH2:9]1 |f:1.2.3|. Procedure: A suspension of 4-cyclohexylbenzoic acid (1.30 g, 6.4 mmol) in thionyl chloride (6 mL) was heated at reflux for 30 minutes. After cooling, the thionyl chloride was removed in vacuo. The residue was dissolved in toluene and concentrated in vacuo to give the acid chloride as a golden oil. The acid chloride was then dissolved in N,N-dimethylformamide (5 mL) and slowly added to a solution of 6,11-dihydro-5H-pyrido[2,3-b][1,5]benzodiazepine (1.0 g, 5.1 mmol) and potassium carbonate (0.77 g, 5.6 mmol)...